describe an organic reaction: reactants, conditions, products, and yield From a dataset of the Open Reaction Database (ORD), a public repository of structured organic reaction records. Starting materials: FC(C(=O)O)(F)F.ClC1=CC=C(C=C1)C1=C(N=C(O1)C1CCNCC1)COCC(F)(F)F (4-[5-(4-chloro-phenyl)-4-(2,2,2-trifluoro-ethoxymethyl)-oxazol-2yl]-piperidine trifluoroacetate), Intermediate 12, ClCCC=1C=CC(=C(C1)S(=O)(=O)N)OC (5-(2-chloro-ethyl)-2-methoxy-benzenesulfonamide), Intermediate 13, [I-].[Na+] (sodium iodide), C(C)(C)N(CC)C(C)C (diisopropyl ethyl amine). Solvent: C([O-])([O-])=O.[Na+].[Na+] (sodium carbonate). Conditions: temperature 100 celsius. Product: Cl.ClC1=CC=C(C=C1)C1=C(N=C(O1)C1CCN(CC1)CCC=1C=CC(=C(C1)S(=O)(=O)N)OC)COCC(F)(F)F (5-(2-{4-[5-(4-Chloro-phenyl)-4-(2,2,2-trifluoro-ethoxymethyl)-oxazol-2-yl]-piperidin-1-yl}-ethyl)-2-methoxy-benzenesulfonamide hydrochloride). As a reaction SMILES: FC(F)(F)C(O)=O.[Cl:8][C:9]1[CH:14]=[CH:13][C:12]([C:15]2[O:19][C:18]([CH:20]3[CH2:25][CH2:24][NH:23][CH2:22][CH2:21]3)=[N:17][C:16]=2[CH2:26][O:27][CH2:28][C:29]([F:32])([F:31])[F:30])=[CH:11][CH:10]=1.Cl[CH2:34][CH2:35][C:36]1[CH:37]=[CH:38][C:39]([O:46][CH3:47])=[C:40]([S:42]([NH2:45])(=[O:44])=[O:43])[CH:41]=1.[I-].[Na+].C(N(C(C)C)CC)(C)C>C(=O)([O-])[O-].[Na+].[Na+]>[ClH:8].[Cl:8][C:9]1[CH:14]=[CH:13][C:12]([C:15]2[O:19][C:18]([CH:20]3[CH2:25][CH2:24][N:23]([CH2:34][CH2:35][C:36]4[CH:37]=[CH:38][C:39]([O:46][CH3:47])=[C:40]([S:42]([NH2:45])(=[O:43])=[O:44])[CH:41]=4)[CH2:22][CH2:21]3)=[N:17][C:16]=2[CH2:26][O:27][CH2:28][C:29]([F:30])([F:31])[F:32])=[CH:11][CH:10]=1 |f:0.1,3.4,6.7.8,9.10|. Procedure details: 4-[5-(4-chloro-phenyl)-4-(2,2,2-trifluoro-ethoxymethyl)-oxazol-2yl]-piperidine trifluoroacetate (1.1 g, 2.05 mmol), prepared as in Intermediate 12, is taken up in saturated sodium carbonate and extracted with ethyl acetate. The organics are dried over magnesium sulfate and concentrated under reduced pressure. The residue is taken up in 1,4-dioxane (70 ml) and stirred. To this solution is added 5-(2-chloro-ethyl)-2-methoxy-benzenesulfonamide (0.77 g, 3.07 mmol), prepared as in Intermediate 13, so... Reactants: CC1=CC[C@@H](CC1)C(=C)C (d-limonene), C(CCC)O (butyl alcohol), CC1=CC[C@@H](CC1)C(=C)C (d-limonene). Run in O (water). Run at time 11 hour. Product: CC1=CC[C@@H](CC1)C(=C)C (d-limonene), C (charcoal). RXN SMILES: [CH3:1][C:2]1[CH2:7][CH2:6][C@@H:5]([C:8]([CH3:10])=[CH2:9])[CH2:4][CH:3]=1.[CH2:11](O)CCC>O>[CH3:1][C:2]1[CH2:7][CH2:6][C@@H:5]([C:8]([CH3:10])=[CH2:9])[CH2:4][CH:3]=1.[CH4:11]. Reported procedure: A 32-fluid ounce d-limonene fluid mixture was prepared by combining 7.7 fluid ounces of d-limonene and approximately 1.0 ml of Triton® X-114 in a blender. The mixture was then agitated until bonded. Next, about 20.8 fluid ounces of butyl alcohol was added to the d-limonene/surfactant mixture and blended, afterwhich the temperature of the resulting mixture decreased and then increased again. Once the mixture bonded, about 3.5 fluid ounces of water was slowly added to the mixture. The mixture was ... The reactants are O=CO, Cc1cccc(-c2cc(NC(=O)c3ccc4c(c3)ncn4-c3cccc(F)c3)n(C(C)(C)C)n2)c1. Product: Cc1cccc(-c2cc(NC(=O)c3ccc4c(c3)ncn4-c3cccc(F)c3)[nH]n2)c1. RXN SMILES: [CH:36]([OH:37])=[O:38].[F:1][c:2]1[cH:3][c:4](-[n:8]2[cH:9][n:10][c:11]3[c:12]2[cH:13][cH:14][c:15]([C:17](=[O:18])[NH:19][c:20]2[n:21]([C:32]([CH3:33])([CH3:34])[CH3:35])[n:22][c:23](-[c:25]4[cH:26][c:27]([CH3:31])[cH:28][cH:29][cH:30]4)[cH:24]2)[cH:16]3)[cH:5][cH:6][cH:7]1>>[F:1][c:2]1[cH:3][c:4](-[n:8]2[cH:9][n:10][c:11]3[c:12]2[cH:13][cH:14][c:15]([C:17](=[O:18])[NH:19][c:20]2[nH:21][n:22][c:23](-[c:25]4[cH:26][c:27]([CH3:31])[cH:28][cH:29][cH:30]4)[cH:24]2)[cH:16]3)[cH:5][cH:6][cH:7]1.